This data is from the Open Reaction Database (ORD), a public repository of structured organic reaction records. The task is: describe an organic reaction: reactants, conditions, products, and yield Reactants: C1CCOC1, CCOC(C)=O, CCN(C(C)C)C(C)C, COc1cc2ncnc(Nc3ccc(F)c(Cl)c3)c2cc1NC(=O)C=CCCl, Cl, FC1CCCNC1. Yields the product COc1cc2ncnc(Nc3ccc(F)c(Cl)c3)c2cc1NC(=O)C=CCN1CCCC(F)C1. RXN SMILES: [CH2:46]1[O:47][CH2:48][CH2:49][CH2:50]1.[CH3:51][CH2:52][O:53][C:54](=[O:55])[CH3:56].[CH:37]([N:38]([CH2:39][CH3:40])[CH:41]([CH3:42])[CH3:43])([CH3:44])[CH3:45].[Cl:9][c:10]1[cH:11][c:12]([NH:17][c:18]2[n:19][cH:20][n:21][c:22]3[cH:23][c:24]([O:35][CH3:36])[c:25]([NH:28][C:29]([CH:30]=[CH:31][CH2:32][Cl:33])=[O:34])[cH:26][c:27]23)[cH:13][cH:14][c:15]1[F:16].[ClH:1].[F:2][CH:3]1[CH2:4][NH:5][CH2:6][CH2:7][CH2:8]1>>[F:2][CH:3]1[CH2:4][N:5]([CH2:32][CH:31]=[CH:30][C:29]([NH:28][c:25]2[c:24]([O:35][CH3:36])[cH:23][c:22]3[n:21][cH:20][n:19][c:18]([NH:17][c:12]4[cH:11][c:10]([Cl:9])[c:15]([F:16])[cH:14][cH:13]4)[c:27]3[cH:26]2)=[O:34])[CH2:6][CH2:7][CH2:8]1. The reactants are N#Cc1ccccc1CBr, CN(C)C=O, [Na+], [Na+], O=C([O-])[O-], Nc1nc(-c2n[nH]c3ncccc23)ncc1-c1ccncc1. The product is N#Cc1ccccc1Cn1nc(-c2ncc(-c3ccncc3)c(N)n2)c2cccnc21. Reaction SMILES: [C:29](#[N:30])[c:31]1[c:32]([CH2:33][Br:34])[cH:35][cH:36][cH:37][cH:38]1.[CH3:39][N:40]([CH3:41])[CH:42]=[O:43].[Na+:23].[Na+:24].[O-:25][C:26](=[O:27])[O-:28].[nH:1]1[n:2][c:3](-[c:10]2[n:11][cH:12][c:13](-[c:17]3[cH:18][cH:19][n:20][cH:21][cH:22]3)[c:14]([NH2:16])[n:15]2)[c:4]2[c:5]1[n:6][cH:7][cH:8][cH:9]2>>[n:1]1([CH2:33][c:32]2[c:31]([C:29]#[N:30])[cH:38][cH:37][cH:36][cH:35]2)[n:2][c:3](-[c:10]2[n:11][cH:12][c:13](-[c:17]3[cH:18][cH:19][n:20][cH:21][cH:22]3)[c:14]([NH2:16])[n:15]2)[c:4]2[c:5]1[n:6][cH:7][cH:8][cH:9]2. Reactants: ClCCl, CC(C)(C)OC(=O)N1CCC(NC(=O)Nc2ccc(C(=O)N3CCN(Cc4ccc(C(O)(C(F)(F)F)C(F)(F)F)cc4)CC3)cc2F)C1, O=C(O)C(F)(F)F. The product is O=C(Nc1ccc(C(=O)N2CCN(Cc3ccc(C(O)(C(F)(F)F)C(F)(F)F)cc3)CC2)cc1F)NC1CCNC1. RXN SMILES: [Cl:56][CH2:57][Cl:58].[F:1][c:2]1[c:3]([NH:33][C:34]([NH:35][CH:36]2[CH2:37][N:38]([C:41]([O:42][C:43]([CH3:44])([CH3:45])[CH3:46])=[O:47])[CH2:39][CH2:40]2)=[O:48])[cH:4][cH:5][c:6]([C:8](=[O:9])[N:10]2[CH2:11][CH2:12][N:13]([CH2:16][c:17]3[cH:18][cH:19][c:20]([C:23]([C:24]([F:25])([F:26])[F:27])([C:28]([F:29])([F:30])[F:31])[OH:32])[cH:21][cH:22]3)[CH2:14][CH2:15]2)[cH:7]1.[OH:49][C:50]([C:51]([F:52])([F:53])[F:54])=[O:55]>>[F:1][c:2]1[c:3]([NH:33][C:34]([NH:35][CH:36]2[CH2:37][NH:38][CH2:39][CH2:40]2)=[O:48])[cH:4][cH:5][c:6]([C:8](=[O:9])[N:10]2[CH2:11][CH2:12][N:13]([CH2:16][c:17]3[cH:18][cH:19][c:20]([C:23]([C:24]([F:25])([F:26])[F:27])([C:28]([F:29])([F:30])[F:31])[OH:32])[cH:21][cH:22]3)[CH2:14][CH2:15]2)[cH:7]1. Reactants: CNC (dimethyl amine), C(C)(=O)O (acetic acid), C=O (formaldehyde), CN1C(N(C(C2=C1C(=CN2)C)=O)C)=O (1,3,7-Trimethyl-1H-pyrrolo[3,2-d]pyrimidine-2,4(3H,5H)-dione). The solvent is O (water). Conditions: time 20 minute. Yields the product CN(C)CC1=CNC2=C1N(C(N(C2=O)C)=O)C (7-[(Dimethylamino)methyl]-1,3-dimethyl-1H-pyrrolo[3,2-d]pyrimidine-2,4(3H,5H)-dione). Reaction SMILES: [CH3:1][NH:2][CH3:3].C(O)(=O)C.C=O.[CH3:10][N:11]1[C:16]2[C:17]([CH3:20])=[CH:18][NH:19][C:15]=2[C:14](=[O:21])[N:13]([CH3:22])[C:12]1=[O:23]>O>[CH3:1][N:2]([CH2:20][C:17]1[C:16]2[N:11]([CH3:10])[C:12](=[O:23])[N:13]([CH3:22])[C:14](=[O:21])[C:15]=2[NH:19][CH:18]=1)[CH3:3]. Reported procedure: To a mixture of 50% dimethyl amine (0.4 mL), acetic acid (0.4 mL) and 38% formaldehyde (0.4 mL) were added, after which Intermediate 1 (0.4 g, 2.232 mmol) was added. The reaction mixture was refluxed for 10 min and then held for 20 min at 90° C. Reaction mixture was cooled to room temperature and diluted with water (25 mL). Two layers were separated. The aqueous layer was extracted with ethyl acetate (2×25 mL). The combined organic layers were washed with water (25 mL), dried (Na2SO4) and filter... Reactants: intermediate 179, C(#C)C1=C(CNC(=O)C=2N=C3C(OCCN3C(C2OCC2=CC=CC=C2)=O)(C)C)C=CC(=C1)F (N-(2-ethynyl-4-fluorobenzyl)-3-(benzyloxy)-9,9-dimethyl-4-oxo-4,6,7,9-tetrahydropyrimido[2,1-c][1,4]oxazine-2-carboxamide), [N+](=O)([O-])C (nitromethane), [Cl-].COC1=NC(=NC(=N1)OC)[N+]1(CCOCC1)C (4-(4,6-dimethoxy-1,3,5-triazin-2-yl)-4-methylmorpholinium chloride), [N+](=O)([O-])C (nitromethane), [Cl-].COC1=NC(=NC(=N1)OC)[N+]1(CCOCC1)C (DMTMM). Reagents/catalysts: CN(C1=CC=NC=C1)C (4-(dimethylamino)pyridine), CN(C1=CC=NC=C1)C (DMAP). The solvent is CS(=O)C (dimethyl sulfoxide), C(C)(=O)OCC (ethyl acetate). Conditions: temperature 22 celsius, time 16 hour. The product is FC1=CC(=C(CNC(=O)C=2N=C3C(OCCN3C(C2OCC2=CC=CC=C2)=O)(C)C)C=C1)C1=CC(=NO1)C (N-(4-Fluoro-2-(3-methylisoxazol-5-yl)benzyl)-3-(benzyloxy)-9,9-dimethyl-4-oxo-4,6,7,9-tetrahydropyrimido[2,1-c][1,4]oxazine-2-carboxamide). The yield is 73.5%. As a reaction SMILES: [C:1]([C:3]1[CH:33]=[C:32]([F:34])[CH:31]=[CH:30][C:4]=1[CH2:5][NH:6][C:7]([C:9]1[N:10]=[C:11]2[N:16]([C:17](=[O:27])[C:18]=1[O:19][CH2:20][C:21]1[CH:26]=[CH:25][CH:24]=[CH:23][CH:22]=1)[CH2:15][CH2:14][O:13][C:12]2([CH3:29])[CH3:28])=[O:8])#[CH:2].[N+:35]([CH3:38])([O-])=[O:36].[Cl-].[CH3:40]OC1N=C(OC)N=C([N+]2(C)CCOCC2)N=1>CS(C)=O.CN(C)C1C=CN=CC=1.C(OCC)(=O)C>[F:34][C:32]1[CH:31]=[CH:30][C:4]([CH2:5][NH:6][C:7]([C:9]2[N:10]=[C:11]3[N:16]([C:17](=[O:27])[C:18]=2[O:19][CH2:20][C:21]2[CH:26]=[CH:25][CH:24]=[CH:23][CH:22]=2)[CH2:15][CH2:14][O:13][C:12]3([CH3:29])[CH3:28])=[O:8])=[C:3]([C:1]2[O:36][N:35]=[C:38]([CH3:40])[CH:2]=2)[CH:33]=1 |f:2.3|. Procedure: A solution of intermediate 179, N-(2-ethynyl-4-fluorobenzyl)-3-(benzyloxy)-9,9-dimethyl-4-oxo-4,6,7,9-tetrahydropyrimido[2,1-c][1,4]oxazine-2-carboxamide (0.150 g, 0.32 mmol) in dimethyl sulfoxide (5 ml) was treated with nitromethane (0.14 ml, 1.92 mmol), 4-(4,6-dimethoxy-1,3,5-triazin-2-yl)-4-methylmorpholinium chloride (DMTMM) (0.241 g, 1.0 mmol) (M. Kunishima et al., Tetrahedron, 55, 1999, 13159–13170) and 4-(dimethylamino)pyridine (DMAP) (0.010 g) and the resulting mixture stirred at 22° C. ... The reactants are NC[C@H]1N(CCCC1)C(=O)OC(C)(C)C ((S)-2-aminomethyl-N-Boc-piperidine), ClC1=NC(=CC=C1C1=CC(=NC=N1)OC1=CC=CC2=C1N=C(S2)N)C(F)(F)F (4-(6-(2-chloro-6-(trifluoromethyl)pyridin-3-yl)pyrimidin-4-yloxy)-benzo[d]thiazol-2-amine). The product is C(C(C)C)N1[C@@H](CCCC1)CNC1=NC(=CC=C1C1=CC(=NC=N1)OC1=CC=CC2=C1N=C(S2)NC(C)=O)C(F)(F)F (N-(4-(6-(2-(((S)-1-Isobutylpiperidin-2-yl)methylamino)-6-(trifluoromethyl)-pyridin-3-yl)pyrimidin-4-yloxy)benzo[d]thiazol-2-yl)acetamide). RXN SMILES: [NH2:1][CH2:2][C@@H:3]1[CH2:8][CH2:7][CH2:6][CH2:5][N:4]1[C:9](OC(C)(C)C)=O.Cl[C:17]1[C:22]([C:23]2[N:28]=[CH:27][N:26]=[C:25]([O:29][C:30]3[C:35]4[N:36]=[C:37]([NH2:39])[S:38][C:34]=4[CH:33]=[CH:32][CH:31]=3)[CH:24]=2)=[CH:21][CH:20]=[C:19]([C:40]([F:43])([F:42])[F:41])[N:18]=1>>[CH2:9]([N:4]1[CH2:5][CH2:6][CH2:7][CH2:8][C@H:3]1[CH2:2][NH:1][C:17]1[C:22]([C:23]2[N:28]=[CH:27][N:26]=[C:25]([O:29][C:30]3[C:35]4[N:36]=[C:37]([NH:39][C:25](=[O:29])[CH3:24])[S:38][C:34]=4[CH:33]=[CH:32][CH:31]=3)[CH:24]=2)=[CH:21][CH:20]=[C:19]([C:40]([F:43])([F:42])[F:41])[N:18]=1)[CH:19]([CH3:40])[CH3:20]. Reported procedure: The title compound was prepared from (S)-2-aminomethyl-N-Boc-piperidine (AstaTech) and 4-(6-(2-chloro-6-(trifluoromethyl)pyridin-3-yl)pyrimidin-4-yloxy)-benzo[d]thiazol-2-amine, Example 1(b), analogous to the procedures described for Example 3(a-d). MS (ESI, pos. ion.) m/z: 600 (M+1). Starting materials: COC(=O)c1c(C)c([N+](=O)[O-])cc(Br)c1F, CO, [Cl-], [Fe], [NH4+], O. Yields the product COC(=O)c1c(C)c(N)cc(Br)c1F. RXN SMILES: [Br:1][c:2]1[c:3]([F:16])[c:4]([C:5](=[O:6])[O:7][CH3:8])[c:9]([CH3:15])[c:10]([N+:12]([O-:13])=[O:14])[cH:11]1.[CH3:20][OH:21].[Cl-:17].[Fe:22].[NH4+:18].[OH2:19]>>[Br:1][c:2]1[c:3]([F:16])[c:4]([C:5](=[O:6])[O:7][CH3:8])[c:9]([CH3:15])[c:10]([NH2:12])[cH:11]1.